This data is from the Open Reaction Database (ORD), a public repository of structured organic reaction records. The task is: describe an organic reaction: reactants, conditions, products, and yield Starting materials: N1=CC(=CC=C1)C=O (3-Pyridinecarboxaldehyde), C(CO)O (ethylene glycol), O (water). The reagents and catalysts are C1(=CC=C(C=C1)S(=O)(=O)O)C (p-toluenesulfonic acid). Solvent: C1(=CC=CC=C1)C (toluene). Yields the product O1C(OCC1)C=1C=NC=CC1 (3-(1,3-dioxolan-2-yl)pyridine). The yield is 88.8%. RXN SMILES: [N:1]1[CH:6]=[CH:5][CH:4]=[C:3]([CH:7]=[O:8])[CH:2]=1.[CH2:9](O)[CH2:10][OH:11].O>C1(C)C=CC=CC=1.C1(C)C=CC(S(O)(=O)=O)=CC=1>[O:8]1[CH2:9][CH2:10][O:11][CH:7]1[C:3]1[CH:2]=[N:1][CH:6]=[CH:5][CH:4]=1. Procedure: 3-Pyridinecarboxaldehyde (3.00 mL, 31.8 mmol), ethylene glycol (2.66 mL, 47.7 mmol) and p-toluenesulfonic acid (302 mg, 1.59 mmol) were suspended in toluene (100 mL). The mixture was heated to reflux under a nitrogen atmosphere for 2 hours, during which produced water was removed by use of a Dean-Stark trap. Then, a saturated aqueous potassium carbonate solution was added to the reaction mixture, and extraction with ethyl acetate was performed, followed by washing with brine and drying over anhy...